From a dataset of the Open Reaction Database (ORD), a public repository of structured organic reaction records. describe an organic reaction: reactants, conditions, products, and yield The reactants are ClC1=NOC(=N1)C1CN(CC(C1)C1=CC=C(C=C1)C(F)(F)F)C(=O)N1CCOCC1 ({3-(3-Chloro-1,2,4-oxadiazol-5-yl)-5-[4-(trifluoromethyl)phenyl]piperidin-1-yl}(morpholin-4-yl)methanone), O (water), COCCO (ethylene glycol monomethyl ether), phosphazene. Solvent: O1CCOCC1 (1,4-dioxane), O1CCOCC1 (1,4-dioxane). Conditions: time 2 hour. Product: COCCOC1=NOC(=N1)C1CN(CC(C1)C1=CC=C(C=C1)C(F)(F)F)C(=O)N1CCOCC1 ({3-[3-(2-Methoxyethoxy)-1,2,4-oxadiazol-5-yl]-5-[4-(trifluoromethyl)phenyl]piperidin-1-yl}-(morpholin-4-yl)methanone). Reaction SMILES: [CH3:1][O:2][CH2:3][CH2:4][OH:5].Cl[C:7]1[N:11]=[C:10]([CH:12]2[CH2:17][CH:16]([C:18]3[CH:23]=[CH:22][C:21]([C:24]([F:27])([F:26])[F:25])=[CH:20][CH:19]=3)[CH2:15][N:14]([C:28]([N:30]3[CH2:35][CH2:34][O:33][CH2:32][CH2:31]3)=[O:29])[CH2:13]2)[O:9][N:8]=1.O>O1CCOCC1>[CH3:1][O:2][CH2:3][CH2:4][O:5][C:7]1[N:11]=[C:10]([CH:12]2[CH2:17][CH:16]([C:18]3[CH:23]=[CH:22][C:21]([C:24]([F:27])([F:25])[F:26])=[CH:20][CH:19]=3)[CH2:15][N:14]([C:28]([N:30]3[CH2:31][CH2:32][O:33][CH2:34][CH2:35]3)=[O:29])[CH2:13]2)[O:9][N:8]=1. Reported procedure: To a solution of 684 mg (8.99 mmol) of ethylene glycol monomethyl ether in 8.00 ml of 1,4-dioxane were added, at RT, 4 Å molecular sieve and 0.90 ml (0.90 mmol; 1 M solution in n-hexane) of phosphazene P4 base. Subsequently, 200 mg (0.450 mmol) of the oxadiazole from Example 23A in 2.0 ml of 1,4-dioxane were added and the reaction mixture was stirred at RT for 2 h. The reaction mixture was admixed with water, filtered and extracted with dichloromethane. The organic phase was dried over magnesium...